From a dataset of the Open Reaction Database (ORD), a public repository of structured organic reaction records. describe an organic reaction: reactants, conditions, products, and yield Starting materials: CCOC(=O)CBr, COc1ccc(S)cc1, CCOC(=O)CSc1ccccc1. The product is CCOC(=O)CSc1ccc(OC)cc1. Reaction SMILES: [Br:14][CH2:15][C:16](=[O:17])[O:18][CH2:19][CH3:20].[CH3:21][O:22][c:23]1[cH:24][cH:25][c:26]([SH:27])[cH:28][cH:29]1.[c:1]1([S:7][CH2:8][C:9](=[O:10])[O:11][CH2:12][CH3:13])[cH:2][cH:3][cH:4][cH:5][cH:6]1>>[c:1]1([S:7][CH2:8][C:9](=[O:10])[O:11][CH2:12][CH3:13])[cH:2][cH:3][c:4]([O:17][CH3:16])[cH:5][cH:6]1. Starting materials: CC1(C)OCC(CO)O1, Cc1ccccc1, CCOC(C)=O, [F-], COc1ccc(Cn2nc(I)c3c(N4CCN(C(=O)OC(C)(C)C)CC4)ccnc32)cc1, [K+], c1cnc2c(c1)ccc1cccnc12. The product is COc1ccc(Cn2nc(OCC3COC(C)(C)O3)c3c(N4CCN(C(=O)OC(C)(C)C)CC4)ccnc32)cc1. Reaction SMILES: [CH3:47][C:48]1([CH3:55])[O:49][CH2:50][CH:51]([CH2:53][OH:54])[O:52]1.[CH3:58][c:59]1[cH:60][cH:61][cH:62][cH:63][cH:64]1.[CH3:65][CH2:66][O:67][C:68](=[O:69])[CH3:70].[F-:56].[I:1][c:2]1[n:3][n:4]([CH2:24][c:25]2[cH:26][cH:27][c:28]([O:31][CH3:32])[cH:29][cH:30]2)[c:5]2[n:6][cH:7][cH:8][c:9]([N:11]3[CH2:12][CH2:13][N:14]([C:17](=[O:18])[O:19][C:20]([CH3:21])([CH3:22])[CH3:23])[CH2:15][CH2:16]3)[c:10]12.[K+:57].[cH:33]1[cH:34][c:35]2[cH:36][cH:37][c:38]3[c:39]([c:40]2[n:41][cH:42]1)[n:43][cH:44][cH:45][cH:46]3>>[c:2]1([O:54][CH2:53][CH:51]2[CH2:50][O:49][C:48]([CH3:47])([CH3:55])[O:52]2)[n:3][n:4]([CH2:24][c:25]2[cH:26][cH:27][c:28]([O:31][CH3:32])[cH:29][cH:30]2)[c:5]2[n:6][cH:7][cH:8][c:9]([N:11]3[CH2:12][CH2:13][N:14]([C:17](=[O:18])[O:19][C:20]([CH3:21])([CH3:22])[CH3:23])[CH2:15][CH2:16]3)[c:10]12.